From a dataset of the Open Reaction Database (ORD), a public repository of structured organic reaction records. describe an organic reaction: reactants, conditions, products, and yield RXN SMILES: [CH2:1]([c:2]1[cH:3][cH:4][cH:5][cH:6][cH:7]1)[n:8]1[c:9]([CH:20]([CH3:21])[CH3:22])[c:10]([C:17]([CH3:18])=[O:19])[c:11]2[cH:12][cH:13][cH:14][cH:15][c:16]12.[CH:23](=[O:24])[c:25]1[cH:26][cH:27][cH:28][cH:29][cH:30]1>>[CH2:1]([c:2]1[cH:3][cH:4][cH:5][cH:6][cH:7]1)[n:8]1[c:9]([CH:20]([CH3:21])[CH3:22])[c:10]([C:17]([CH:18]=[CH:23][c:25]2[cH:26][cH:27][cH:28][cH:29][cH:30]2)=[O:19])[c:11]2[cH:12][cH:13][cH:14][cH:15][c:16]12. Product: CC(C)c1c(C(=O)C=Cc2ccccc2)c2ccccc2n1Cc1ccccc1. Reactants: CC(=O)c1c(C(C)C)n(Cc2ccccc2)c2ccccc12, O=Cc1ccccc1. Reactants: COC(=O)C(CC)OC1=CC=C(C=CC2=NNC=N2)C=C1 (3-[4-(1-methoxycarbonylpropoxy)styryl]-1,2,4-triazole), N (ammonia), C(C)O (ethanol), N (ammonia). Run in CC(=O)C (acetone). Product: C(N)(=O)C(CC)OC1=CC=C(C=CC2=NNC=N2)C=C1 (3-[4-(1-carbamoylpropoxy)styryl]-1,2,4-triazole). Reaction SMILES: C[O:2][C:3]([CH:5]([O:8][C:9]1[CH:21]=[CH:20][C:12]([CH:13]=[CH:14][C:15]2[N:19]=[CH:18][NH:17][N:16]=2)=[CH:11][CH:10]=1)[CH2:6][CH3:7])=O.[NH3:22].C(O)C>CC(C)=O>[C:3]([CH:5]([O:8][C:9]1[CH:21]=[CH:20][C:12]([CH:13]=[CH:14][C:15]2[N:19]=[CH:18][NH:17][N:16]=2)=[CH:11][CH:10]=1)[CH2:6][CH3:7])(=[O:2])[NH2:22]. Reported procedure: 3-[4-(1-methoxycarbonylpropoxy)styryl]-1,2,4-triazole (0.5 g--prepared as the intermediate for Example 22 above), concentrated ammonia (5 ml) and ethanol (10 ml) were placed in a Carius tube, and further saturated with gaseous ammonia for 20 minutes. The tube was cooled in acetone/solid carbon dioxide and sealed, and then heated at 110° for 24 hours. The tube was cooled and opened, and the contents were evaporated to dryness to give the required 3-[4-(1-carbamoylpropoxy)styryl]-1,2,4-triazole, c... Starting materials: C(C)(C)N(CC)C(C)C (diisopropylethylamine), C(C)(C)C1=CC(=CC2=C1C(NS2(=O)=O)=O)OC (4-isopropyl-6-methoxy-1,2-benzisothiazol-3(2H)-one 1,1-dioxide), C(C(C)(C)C)(=O)OCCl (chloromethyl pivalate). Solvent: C(C)#N (acetonitrile). Conditions: time 30 minute. Product: C(C(C)(C)C)(=O)OCN1S(C2=C(C1=O)C(=CC(=C2)OC)C(C)C)(=O)=O (2-(pivaloyloxymethyl)-4-isopropyl-6-methoxy-1,2-benzisothiazol-3(2H)-one 1,1-dioxide). Isolated yield 85.7%. As a reaction SMILES: [CH:1]([C:4]1[C:9]2[C:10](=[O:15])[NH:11][S:12](=[O:14])(=[O:13])[C:8]=2[CH:7]=[C:6]([O:16][CH3:17])[CH:5]=1)([CH3:3])[CH3:2].C(N(C(C)C)CC)(C)C.[C:27]([O:33][CH2:34]Cl)(=[O:32])[C:28]([CH3:31])([CH3:30])[CH3:29]>C(#N)C>[C:27]([O:33][CH2:34][N:11]1[C:10](=[O:15])[C:9]2[C:4]([CH:1]([CH3:3])[CH3:2])=[CH:5][C:6]([O:16][CH3:17])=[CH:7][C:8]=2[S:12]1(=[O:14])=[O:13])(=[O:32])[C:28]([CH3:31])([CH3:30])[CH3:29]. Procedure details: To a suspension of 4-isopropyl-6-methoxy-1,2-benzisothiazol-3(2H)-one 1,1-dioxide (1.020 kg, 4.2 mol) in 6 L of acetonitrile was added diisopropylethylamine (543 g, 4.2 mol) and the reaction mixture was stirred at ambient temperature for 30 minutes. At the end of this period, chloromethyl pivalate (633 g, 4.2 mol) was added in one portion and the resulting solution was refluxed on a steam bath for 20 hours. The acetonitrile was removed under vacuum and the residue was stirred with 6 L of water f... Reactants: CC1=CC(OC=2CC(CC(C12)=O)(C)C)=O (4,7,7-trimethyl-5,6,7,8-tetrahydro- cumarin-5-one), N (ammonia). The product is CC1=CC(NC=2CC(CC(C12)=O)(C)C)=O (4,7,7-Trimethyl-7,8-dihydro-2,5(1H,6H)-quinolinedione). RXN SMILES: [CH3:1][C:2]1[C:11]2[C:10](=[O:12])[CH2:9][C:8]([CH3:14])([CH3:13])[CH2:7][C:6]=2[O:5][C:4](=O)[CH:3]=1.[NH3:16]>>[CH3:1][C:2]1[C:11]2[C:10](=[O:12])[CH2:9][C:8]([CH3:14])([CH3:13])[CH2:7][C:6]=2[NH:16][C:4](=[O:5])[CH:3]=1. Procedure details: Prepared from 4,7,7-trimethyl-5,6,7,8-tetrahydro- cumarin-5-one and methanolic ammonia analogously to Example C(b). Starting materials: ClC1=CC(=C(C=C1C)S(=O)(=O)CNCCNC(CCC1=CC=C(C=C1)C#N)=O)C (N-{2-[(4-chloro-2,5-dimethylbenzenesulphonyl)methylamino]ethyl}-3-(4-cyanophenyl)propionamide), [S] (sulphur), C(CN)N (ethylenediamine). Yields the product ClC1=CC(=C(C=C1C)S(=O)(=O)CNCCNC(CCC1=CC=C(C=C1)C=1NCCN1)=O)C (N-{2-[(4-chloro-2,5-dimethylbenzenesulphonyl)methylamino]ethyl}-3-[4-(4,5-dihydro-1H-imidazol-2-yl)phenyl]propionamide). RXN SMILES: [Cl:1][C:2]1[C:7]([CH3:8])=[CH:6][C:5]([S:9]([CH2:12][NH:13][CH2:14][CH2:15][NH:16][C:17](=[O:28])[CH2:18][CH2:19][C:20]2[CH:25]=[CH:24][C:23]([C:26]#[N:27])=[CH:22][CH:21]=2)(=[O:11])=[O:10])=[C:4]([CH3:29])[CH:3]=1.[S].[CH2:31](N)[CH2:32][NH2:33]>>[Cl:1][C:2]1[C:7]([CH3:8])=[CH:6][C:5]([S:9]([CH2:12][NH:13][CH2:14][CH2:15][NH:16][C:17](=[O:28])[CH2:18][CH2:19][C:20]2[CH:25]=[CH:24][C:23]([C:26]3[NH:33][CH2:32][CH2:31][N:27]=3)=[CH:22][CH:21]=2)(=[O:10])=[O:11])=[C:4]([CH3:29])[CH:3]=1 |^3:29|. Reported procedure: Analogously to 13b), N-{2-[(4-chloro-2,5-dimethylbenzenesulphonyl)methylamino]ethyl}-3-[4-(4,5-dihydro-1H-imidazol-2-yl)phenyl]propionamide was prepared from 1.15 g (2.65 mmol) of N-{2-[(4-chloro-2,5-dimethylbenzenesulphonyl)methylamino]ethyl}-3-(4-cyanophenyl)propionamide, 85 mg (2.65 mmol) of sulphur and 4 ml of ethylenediamine. The reactants are C1(C=2C(C(=O)O1)=CC=CC2)=O (phthalic anhydride), C(CC(=O)[O-])(=O)OC(C)(C)C.[K+] (potassium tert-butyl malonate). Run in C1(=CC=CC=C1)C (toluene). The product is C1(=O)O\C(\C2=CC=CC=C12)=C/C(=O)OC(C)(C)C (tert-butyl (Z)-3-phthalidylideneacetate). Yield: 52.0%. RXN SMILES: [C:1]1(=[O:11])[O:6][C:4](=O)[C:3]2=[CH:7][CH:8]=[CH:9][CH:10]=[C:2]12.[C:12]([O:18][C:19]([CH3:22])([CH3:21])[CH3:20])(=[O:17])[CH2:13]C([O-])=O.[K+]>C1(C)C=CC=CC=1>[C:1]1([C:2]2[C:3](=[CH:7][CH:8]=[CH:9][CH:10]=2)/[C:4](=[CH:13]/[C:12]([O:18][C:19]([CH3:22])([CH3:21])[CH3:20])=[O:17])/[O:6]1)=[O:11] |f:1.2|. Procedure: 14.8 g (0.1 mol) of phthalic anhydride and 9.9 g (0.05 mol) of potassium tert-butyl malonate are added to 200 ml of toluene, and the reaction mixture is heated under reflux for 6 hours. After terminating the reaction, 100 ml of water is added, and an organic layer is separated out. The organic layer is washed with 100 ml of 5%-aqueous ammonium bicarbonate solution, and toluene is distilled off under a reduced pressure. The residue thus obtained is purified by column chromatography, to give 6.4 g... Reactants: CS(C)=O, I, [K+], [K+], Nc1ccc(C(=O)c2ccccc2)cc1, O=C([O-])[O-]. The product is O=C(c1ccccc1)c1ccc(I)cc1. Reaction SMILES: [CH3:23][S:24]([CH3:25])=[O:26].[IH:1].[K+:17].[K+:18].[NH2:2][c:3]1[cH:4][cH:5][c:6]([C:7](=[O:8])[c:9]2[cH:10][cH:11][cH:12][cH:13][cH:14]2)[cH:15][cH:16]1.[O-:19][C:20]([O-:21])=[O:22]>>[I:1][c:3]1[cH:4][cH:5][c:6]([C:7](=[O:8])[c:9]2[cH:10][cH:11][cH:12][cH:13][cH:14]2)[cH:15][cH:16]1. Starting materials: CO, [O-]Cl, NCC1(CN)CCCCC1, [Na+], O, OO. The product is C1CCC2(CC1)CN=NC2. As a reaction SMILES: [CH3:17][OH:18].[Cl:13][O-:14].[NH2:1][CH2:2][C:3]1([CH2:9][NH2:10])[CH2:4][CH2:5][CH2:6][CH2:7][CH2:8]1.[Na+:15].[OH2:16].[OH:11][OH:12]>>[N:1]1=[N:10][CH2:9][C:3]2([CH2:2]1)[CH2:4][CH2:5][CH2:6][CH2:7][CH2:8]2.